Dataset: the Open Reaction Database (ORD), a public repository of structured organic reaction records. Task: describe an organic reaction: reactants, conditions, products, and yield Starting materials: Cc1ccc(C(=O)O)cc1-n1cnc2ccc(N3CCN(C(C)C)CC3)cc2c1=O, NC1CCC1. The product is Cc1ccc(C(=O)NC2CCC2)cc1-n1cnc2ccc(N3CCN(C(C)C)CC3)cc2c1=O. RXN SMILES: [CH3:6][c:7]1[c:8](-[n:16]2[cH:17][n:18][c:19]3[cH:20][cH:21][c:22]([N:27]4[CH2:28][CH2:29][N:30]([CH:33]([CH3:34])[CH3:35])[CH2:31][CH2:32]4)[cH:23][c:24]3[c:25]2=[O:26])[cH:9][c:10]([C:11](=[O:12])[OH:13])[cH:14][cH:15]1.[CH:1]1([NH2:5])[CH2:2][CH2:3][CH2:4]1>>[CH:1]1([NH:5][C:11]([c:10]2[cH:9][c:8](-[n:16]3[cH:17][n:18][c:19]4[cH:20][cH:21][c:22]([N:27]5[CH2:28][CH2:29][N:30]([CH:33]([CH3:34])[CH3:35])[CH2:31][CH2:32]5)[cH:23][c:24]4[c:25]3=[O:26])[c:7]([CH3:6])[cH:15][cH:14]2)=[O:12])[CH2:2][CH2:3][CH2:4]1. As a reaction SMILES: [C:26](=[O:27])([n:28]1[cH:29][cH:30][n:31][cH:32]1)[n:33]1[cH:34][cH:35][n:36][cH:37]1.[CH3:1][S:2]([OH:3])(=[O:4])=[O:5].[NH2:6][CH2:7][c:8]1[cH:9][c:10]2[c:14]([cH:15][cH:16]1)[C:13](=[O:17])[N:12]([CH:18]1[C:19](=[O:25])[NH:20][C:21](=[O:24])[CH2:22][CH2:23]1)[CH2:11]2.[O:56]=[CH:57][N:58]([CH3:59])[CH3:60].[OH2:55].[nH:38]1[c:39](-[c:47]2[cH:48][c:49]([NH2:54])[cH:50][cH:51][c:52]2[Cl:53])[n:40][c:41]2[c:42]1[cH:43][cH:44][cH:45][cH:46]2>>[NH:6]([CH2:7][c:8]1[cH:9][c:10]2[c:14]([cH:15][cH:16]1)[C:13](=[O:17])[N:12]([CH:18]1[C:19](=[O:25])[NH:20][C:21](=[O:24])[CH2:22][CH2:23]1)[CH2:11]2)[C:26](=[O:27])[NH:54][c:49]1[cH:48][c:47](-[c:39]2[nH:38][c:42]3[c:41]([n:40]2)[cH:46][cH:45][cH:44][cH:43]3)[c:52]([Cl:53])[cH:51][cH:50]1. Yields the product O=C1CCC(N2Cc3cc(CNC(=O)Nc4ccc(Cl)c(-c5nc6ccccc6[nH]5)c4)ccc3C2=O)C(=O)N1. Reactants: O=C(n1ccnc1)n1ccnc1, CS(=O)(=O)O, NCc1ccc2c(c1)CN(C1CCC(=O)NC1=O)C2=O, CN(C)C=O, O, Nc1ccc(Cl)c(-c2nc3ccccc3[nH]2)c1. Reactants: ClCCCC(=O)NC1=CC=C(C(=N1)C)C1=CC=C(C(=O)OC)C=C1 (methyl 4[6-(4-chlorobutanoylamino)-2-methylpyridin-3-yl]benzoate), CC(C)([O-])C.[K+] (potassium t-butoxide), O (water). The solvent is CN(C)C=O (DMF). Conditions: time 3 hour. Yields the product CC1=NC(=CC=C1C1=CC=C(C(=O)OC)C=C1)N1C(CCC1)=O (Methyl 4[2-methyl-6-(2-oxopyrrolidin-1-yl)pyridin-3-yl]benzoate). The yield is 85.3%. RXN SMILES: Cl[CH2:2][CH2:3][CH2:4][C:5]([NH:7][C:8]1[N:13]=[C:12]([CH3:14])[C:11]([C:15]2[CH:24]=[CH:23][C:18]([C:19]([O:21][CH3:22])=[O:20])=[CH:17][CH:16]=2)=[CH:10][CH:9]=1)=[O:6].CC(C)([O-])C.[K+].O>CN(C=O)C>[CH3:14][C:12]1[C:11]([C:15]2[CH:24]=[CH:23][C:18]([C:19]([O:21][CH3:22])=[O:20])=[CH:17][CH:16]=2)=[CH:10][CH:9]=[C:8]([N:7]2[CH2:2][CH2:3][CH2:4][C:5]2=[O:6])[N:13]=1 |f:1.2|. Procedure: A stirred solution of methyl 4[6-(4-chlorobutanoylamino)-2-methylpyridin-3-yl]benzoate (D8, 0.60 g, 1.7 mmole) in DMF (7 ml) at 25° C. under argon was treated portionwise over 15 minutes with potassium t-butoxide (0.23 g, 2.0 mmole). The mixture was stirred for 3 h, then poured into water (100 ml) and extracted with ethyl acetate. The extract was washed with water, dried (Na2SO4) and concentrated in vacuo to afford the title compound as an orange solid (0.45 g, 85%). Reactants: C1(=CC=CC=C1)C=1SC=CC1 (2-phenyl-thiophene), C(=S)=S (carbon disulfide), [Li]CCCC (n-BuLi), IC (iodomethane), [Br-].[Li+] (lithium bromide). Reagents/catalysts: [Cu]Br (copper (1) bromide). Solvent: C1CCOC1 (THF), C1CCOC1 (THF), C1CCOC1 (THF). Run at temperature 0 celsius, time 30 minute. Product: C1(=CC=CC=C1)C1=CC=C(S1)C(=S)SC (methyl 5-phenyl-thiophene-2-carbodithioate). Yield: 99.8%. RXN SMILES: [Li]CCCC.[C:6]1([C:12]2[S:13][CH:14]=[CH:15][CH:16]=2)[CH:11]=[CH:10][CH:9]=[CH:8][CH:7]=1.[Br-].[Li+].[C:19](=[S:21])=[S:20].I[CH3:23]>C1COCC1.[Cu]Br>[C:6]1([C:12]2[S:13][C:14]([C:19]([S:21][CH3:23])=[S:20])=[CH:15][CH:16]=2)[CH:7]=[CH:8][CH:9]=[CH:10][CH:11]=1 |f:2.3|. Reported procedure: To a cooled (−10 to 0° C.) solution of n-BuLi (22.7 mL, 33.4 mmol) in THF (10 mL) is added dropwise a solution of 2-phenyl-thiophene (5.46 g, 34.0 mmol) in THF (15 mL). The resulting green solution is stirred at 0° C. After 30 minutes, a solution of copper (1) bromide (0.87 g, 6.1 mmol) and lithium bromide (1.29 g, 14.9 mmol) in THF (20 mL) is added to the cooled reaction solution over several minutes. The resulting dark green solution is stirred at 0° C. for 15 minutes, at which time, carbon di... The reactants are C(C)(C)NCCCOC1=CC=CC2=C1C(=C(O2)CO)C ([4-(3-isopropylamino-propoxy)-3-methyl-benzofuran-2-yl]-methanol), C(CC1=CC=CC=C1)S (phenethyl mercaptan), C(=O)(C(F)(F)F)O (TFA). Solvent: C(Cl)Cl (CH2Cl2). Reaction conditions: time 2.5 hour. Product: C(C)(C)NCCCOC1=CC=CC2=C1C(=C(O2)CSCCC2=CC=CC=C2)C (Isopropyl-[3-(3-methyl-2-phenethylsulfanylmethyl-benzofuran-4-yloxy)-propyl]-amine). Yield: 75.5%. Reaction SMILES: [CH:1]([NH:4][CH2:5][CH2:6][CH2:7][O:8][C:9]1[C:14]2[C:15]([CH3:20])=[C:16]([CH2:18]O)[O:17][C:13]=2[CH:12]=[CH:11][CH:10]=1)([CH3:3])[CH3:2].[CH2:21]([SH:29])[CH2:22][C:23]1[CH:28]=[CH:27][CH:26]=[CH:25][CH:24]=1.C(O)(C(F)(F)F)=O>C(Cl)Cl>[CH:1]([NH:4][CH2:5][CH2:6][CH2:7][O:8][C:9]1[C:14]2[C:15]([CH3:20])=[C:16]([CH2:18][S:29][CH2:21][CH2:22][C:23]3[CH:28]=[CH:27][CH:26]=[CH:25][CH:24]=3)[O:17][C:13]=2[CH:12]=[CH:11][CH:10]=1)([CH3:2])[CH3:3]. Reported procedure: To a solution of [4-(3-isopropylamino-propoxy)-3-methyl-benzofuran-2-yl]-methanol (14 mg, 0.05 mmol) and phenethyl mercaptan (10.3 mg, 0.075 mmol) in anhydrous CH2Cl2 (0.9 ml) was added TFA (0.2 ml). The Mixture was stirred at room temperature for 2.5 hours. The solvent was removed in vacuo. The residue was purified over preparative TLC (CH2Cl2/MeOH=100/1) to give desired compound (15 mg, 74%). FAB-MS: m/z 398 (MH+); 1H-NMR (CDCl3): δ 1.11 (6H, d, J=6.2 Hz), 2.05 (2H, m), 2.34 (3H, s), 2.61-2.96... The reactants are [H-].[Na+] (sodium hydride), BrC1=C(C(=CC=C1)Br)CC#N (2,6-dibromophenylacetonitrile), NC1=NC=C(C(=N1)N)C=O (2,4-diaminopyrimidine-5-carboxaldehyde), ice water. Solvent: C(C)OCCO (2-ethoxyethanol). Yields the product BrC1=C(C(=CC=C1)Br)C1=CC2=C(N=C(N=C2)N)N=C1N (6-(2,6-dibromo-phenyl)-pyrido[2,3-d]pyrimidine-2,7-diamine). Isolated yield 63.3%. RXN SMILES: [H-].[Na+].[Br:3][C:4]1[CH:9]=[CH:8][CH:7]=[C:6]([Br:10])[C:5]=1[CH2:11][C:12]#[N:13].[NH2:14][C:15]1[N:20]=[C:19]([NH2:21])[C:18]([CH:22]=O)=[CH:17][N:16]=1>C(OCCO)C>[Br:3][C:4]1[CH:9]=[CH:8][CH:7]=[C:6]([Br:10])[C:5]=1[C:11]1[C:12]([NH2:13])=[N:21][C:19]2[N:20]=[C:15]([NH2:14])[N:16]=[CH:17][C:18]=2[CH:22]=1 |f:0.1|. Procedure details: To a solution of 0.23 g 60% sodium hydride suspension in 11.0 mL of 2-ethoxyethanol was added 4.18 g of 2,6-dibromophenylacetonitrile and 2.00 g of 2,4-diaminopyrimidine-5-carboxaldehyde. The reaction was refluxed for 4 hours, cooled, and poured into ice water. The residue was washed well with acetonitrile then diethyl ether to give 3.62 g of 6-(2,6-dibromo-phenyl)-pyrido[2,3-d]pyrimidine-2,7-diamine, CIMS (1% NH3 in CH4): 422=M+ +C2H5, 396 (Base), 394=M+ +H, 393=M+ ; mp 284°-289° C. The reactants are COc1cc2c(cc1Br)CC(C)NN=C2c1ccc([N+](=O)[O-])cc1, ClCCl, CN=C=O. Product: CNC(=O)N1N=C(c2ccc([N+](=O)[O-])cc2)c2cc(OC)c(Br)cc2CC1C. Reaction SMILES: [Br:1][c:2]1[c:3]([O:23][CH3:24])[cH:4][c:5]2[c:6]([cH:22]1)[CH2:7][CH:8]([CH3:21])[NH:9][N:10]=[C:11]2[c:12]1[cH:13][cH:14][c:15]([N+:18](=[O:19])[O-:20])[cH:16][cH:17]1.[CH2:29]([Cl:30])[Cl:31].[CH3:25][N:26]=[C:27]=[O:28]>>[Br:1][c:2]1[c:3]([O:23][CH3:24])[cH:4][c:5]2[c:6]([cH:22]1)[CH2:7][CH:8]([CH3:21])[N:9]([C:27]([NH:26][CH3:25])=[O:28])[N:10]=[C:11]2[c:12]1[cH:13][cH:14][c:15]([N+:18](=[O:19])[O-:20])[cH:16][cH:17]1. Reactants: COCCCSc1cnc(Nc2nc(C3COC4(CCCCC4)O3)ns2)c(Oc2cccnc2C)c1, CCO, CCOC(C)=O, Cl, [Na+], [Na+], O=C([O-])[O-]. RXN SMILES: [CH3:1][O:2][CH2:3][CH2:4][CH2:5][S:6][c:7]1[cH:8][c:9]([O:29][c:30]2[c:31]([CH3:36])[n:32][cH:33][cH:34][cH:35]2)[c:10]([NH:13][c:14]2[n:15][c:16]([CH:19]3[O:20][C:21]4([O:22][CH2:23]3)[CH2:24][CH2:25][CH2:26][CH2:27][CH2:28]4)[n:17][s:18]2)[n:11][cH:12]1.[CH3:44][CH2:45][OH:46].[CH3:47][CH2:48][O:49][C:50](=[O:51])[CH3:52].[ClH:37].[Na+:38].[Na+:39].[O-:40][C:41](=[O:42])[O-:43]>>[CH3:1][O:2][CH2:3][CH2:4][CH2:5][S:6][c:7]1[cH:8][c:9]([O:29][c:30]2[c:31]([CH3:36])[n:32][cH:33][cH:34][cH:35]2)[c:10]([NH:13][c:14]2[n:15][c:16]([CH:19]([OH:20])[CH2:23][OH:22])[n:17][s:18]2)[n:11][cH:12]1.[ClH:37]. The product is COCCCSc1cnc(Nc2nc(C(O)CO)ns2)c(Oc2cccnc2C)c1, Cl. Reactants: CCOC(=O)C(=NOC1CCNC1=O)c1csc(NC(c2ccccc2)(c2ccccc2)c2ccccc2)n1, CO, [Na+], [OH-]. Yields the product O=C(O)C(=NOC1CCNC1=O)c1csc(NC(c2ccccc2)(c2ccccc2)c2ccccc2)n1. Reaction SMILES: [C:1]([c:2]1[cH:3][cH:4][cH:5][cH:6][cH:7]1)([c:8]1[cH:9][cH:10][cH:11][cH:12][cH:13]1)([c:14]1[cH:15][cH:16][cH:17][cH:18][cH:19]1)[NH:20][c:21]1[s:22][cH:23][c:24]([C:26]([C:27](=[O:28])[O:29][CH2:30][CH3:31])=[N:32][O:33][CH:34]2[C:35](=[O:39])[NH:36][CH2:37][CH2:38]2)[n:25]1.[CH3:42][OH:43].[Na+:41].[OH-:40]>>[C:1]([c:2]1[cH:3][cH:4][cH:5][cH:6][cH:7]1)([c:8]1[cH:9][cH:10][cH:11][cH:12][cH:13]1)([c:14]1[cH:15][cH:16][cH:17][cH:18][cH:19]1)[NH:20][c:21]1[s:22][cH:23][c:24]([C:26]([C:27](=[O:28])[OH:29])=[N:32][O:33][CH:34]2[C:35](=[O:39])[NH:36][CH2:37][CH2:38]2)[n:25]1.